This data is from the Open Reaction Database (ORD), a public repository of structured organic reaction records. The task is: describe an organic reaction: reactants, conditions, products, and yield Reactants: CCOC(=O)c1ccc(O)c(Br)c1, C=COC(C)=O, Cc1ccccc1, [Na+], [Na+], O=C([O-])[O-]. The product is C=COc1ccc(C(=O)OCC)cc1Br. Reaction SMILES: [Br:7][c:8]1[cH:9][c:10]([C:11](=[O:12])[O:13][CH2:14][CH3:15])[cH:16][cH:17][c:18]1[OH:19].[CH3:20][C:21]([O:22][CH:23]=[CH2:24])=[O:25].[CH3:26][c:27]1[cH:28][cH:29][cH:30][cH:31][cH:32]1.[Na+:1].[Na+:2].[O-:3][C:4](=[O:5])[O-:6]>>[Br:7][c:8]1[cH:9][c:10]([C:11](=[O:12])[O:13][CH2:14][CH3:15])[cH:16][cH:17][c:18]1[O:19][CH:20]=[CH2:21]. Reactants: CCc1cc(C(Nc2ccc3c(N(C(=O)OC(C)(C)C)C(=O)OC(C)(C)C)nccc3c2)c2nc(-c3ccccc3)nn2C)c(F)cc1O, CI. RXN SMILES: [C:1]([CH3:2])([CH3:3])([CH3:4])[O:5][C:6](=[O:7])[N:8]([c:9]1[n:10][cH:11][cH:12][c:13]2[cH:14][c:15]([NH:19][CH:20]([c:21]3[cH:22][c:23]([CH2:29][CH3:30])[c:24]([OH:28])[cH:25][c:26]3[F:27])[c:31]3[n:32]([CH3:42])[n:33][c:34](-[c:36]4[cH:37][cH:38][cH:39][cH:40][cH:41]4)[n:35]3)[cH:16][cH:17][c:18]12)[C:43](=[O:44])[O:45][C:46]([CH3:47])([CH3:48])[CH3:49].[CH3:50][I:51]>>[C:1]([CH3:2])([CH3:3])([CH3:4])[O:5][C:6](=[O:7])[N:8]([c:9]1[n:10][cH:11][cH:12][c:13]2[cH:14][c:15]([NH:19][CH:20]([c:21]3[cH:22][c:23]([CH2:29][CH3:30])[c:24]([O:28][CH3:50])[cH:25][c:26]3[F:27])[c:31]3[n:32]([CH3:42])[n:33][c:34](-[c:36]4[cH:37][cH:38][cH:39][cH:40][cH:41]4)[n:35]3)[cH:16][cH:17][c:18]12)[C:43](=[O:44])[O:45][C:46]([CH3:47])([CH3:48])[CH3:49]. Product: CCc1cc(C(Nc2ccc3c(N(C(=O)OC(C)(C)C)C(=O)OC(C)(C)C)nccc3c2)c2nc(-c3ccccc3)nn2C)c(F)cc1OC. Starting materials: NC1=CC=C(C=C1)S(=O)(=O)N(C)CCOCCO (4-amino-N-(2-(2-hydroxyethoxy)ethyl)-N-methyl-benzenesulfonamide), C(C)OC=C1C(NC2=CC=C3N=CSC3=C12)=O (8-ethoxymethylene-6,8-dihydro-1-thia-3,6-diaza-as-indacen-7-one), H22N4O5S2.H2O. The product is OCCOCCN(S(=O)(=O)C1=CC=C(C=C1)NC=C1C(NC2=CC=C3N=CSC3=C12)=O)C (N-[2-(2-Hydroxy-ethoxy)-ethyl]-N-methyl-4-[(7-oxo-6,7-dihydro-1-thia-3,6-diaza-as-indacen-8-ylidenemethyl)-amino]-benzenesulfonamide). RXN SMILES: [NH2:1][C:2]1[CH:7]=[CH:6][C:5]([S:8]([N:11]([CH2:13][CH2:14][O:15][CH2:16][CH2:17][OH:18])[CH3:12])(=[O:10])=[O:9])=[CH:4][CH:3]=1.C(O[CH:22]=[C:23]1[C:34]2[C:26](=[CH:27][CH:28]=[C:29]3[C:33]=2[S:32][CH:31]=[N:30]3)[NH:25][C:24]1=[O:35])C>>[OH:18][CH2:17][CH2:16][O:15][CH2:14][CH2:13][N:11]([CH3:12])[S:8]([C:5]1[CH:6]=[CH:7][C:2]([NH:1][CH:22]=[C:23]2[C:34]3[C:26](=[CH:27][CH:28]=[C:29]4[C:33]=3[S:32][CH:31]=[N:30]4)[NH:25][C:24]2=[O:35])=[CH:3][CH:4]=1)(=[O:10])=[O:9]. Procedure details: To a solution of 3.3 g (31 mmol) of 2-(2-aminoethoxy)ethanol in 30 mL of MeOH was added 7.0 g (30 mmol) of N-acetylsulfanilyl chloride, followed by 3.3 g (33 mmol) of TEA. The reaction mixture was stirred for 30 min at rt and then acidified with 5 mL (60 mmol) of concentrated HCl and stirred at reflux for 75 min. After cooling, the mixture was diluted with 40 mL of water and made basic with solid NaHCO3. MeOH was removed on a rotary evaporator, and the residual aqueous solution was extracted wit...